Dataset: the Open Reaction Database (ORD), a public repository of structured organic reaction records. Task: describe an organic reaction: reactants, conditions, products, and yield Reactants: N1CCC(CC1)C=1C=C(C=CC1)NC(OCC1=CC=CC=C1)=O (BENZYL 3-(4-PIPERIDINYL)PHENY LCARBAMATE), N1CCC(CC1)C=1C=C(C=CC1)NC(=O)C1CC1 (N-[3-(4-PIPERIDINYL) PHENYL]CYCLOPROPANECARBOXAMIDE), ISOPROPYL 3-(4-PIPERIDINYL)PHENYL CARBAMATE, N1CCC(CC1)C1=CC=C(C=C1)NC(CCC)=O (N-[4-(4-PIPERIDINYL)PHENYL]BUTANAMIDE), N1CCC(CC1)C=1C=C(C=CC1)NC(CCC)=O (N-[3-(4-PIPERIDINYL)PHENYL]BUTANAMIDE), CN(C(=O)NC1=CC(=CC=C1)C1CCNCC1)C (N,N-DIMETHYL-N′-[3-(4-PIPERIDINYL) PHENYL]UREA), CC(C(=O)NC1=CC=C(C=C1)C1CCNCC1)C (2-METHYL-N-[4-(4-PIPERIDINYL)PHENYL]PROPANAMIDE). The product is C(C)(C)(C)OC(=O)N1CCC(CC1)C1=CC(=CC=C1)NC(=O)C1CC1 (TERT-BUTYL4-{3-[(CYCLOPROPYLCARBONYL)AMINO]PHENYL}-1-PIPERIDINE CARBOXYLATE). As a reaction SMILES: [NH:1]1[CH2:6][CH2:5][CH:4]([C:7]2[CH:8]=[C:9]([NH:13][C:14]([CH:16]3[CH2:18][CH2:17]3)=[O:15])[CH:10]=[CH:11][CH:12]=2)[CH2:3][CH2:2]1.N1CC[CH:22]([C:25]2[CH:26]=C(NC(=O)CCC)C=C[CH:30]=2)CC1.CN(C)C(NC1C=CC=C(C2CCNCC2)C=1)=O.N1CCC(C2C=C(N[C:68](=[O:77])[O:69]CC3C=CC=CC=3)C=CC=2)CC1.CC(C)C(NC1C=CC(C2CCNCC2)=CC=1)=O.N1CCC(C2C=CC(NC(=O)CCC)=CC=2)CC1>>[C:25]([O:77][C:68]([N:1]1[CH2:6][CH2:5][CH:4]([C:7]2[CH:12]=[CH:11][CH:10]=[C:9]([NH:13][C:14]([CH:16]3[CH2:17][CH2:18]3)=[O:15])[CH:8]=2)[CH2:3][CH2:2]1)=[O:69])([CH3:22])([CH3:30])[CH3:26]. Reported procedure: ESMS m/e: 345.5 (M+H)+; N-[3-(4-PIPERIDINYL) PHENYL]CYCLOPROPANECARBOXAMIDE: ESMS m/e: 245.0 (M+H)+; N-[3-(4-PIPERIDINYL)PHENYL]BUTANAMIDE: ESMS m/e: 247.3 (M+H)+; N,N-DIMETHYL-N′-[3-(4-PIPERIDINYL) PHENYL]UREA: ESMS m/e: 248.2 (M+H)+; ISOPROPYL 3-(4-PIPERIDINYL)PHENYL CARBAMATE: ESMS m/e: 263.4 (M+H)+; BENZYL 3-(4-PIPERIDINYL)PHENY LCARBAMATE: ESMS m/e: 311.3 (M+H)+; 2-METHYL-N-[4-(4-PIPERIDINYL)PHENYL]PROPANAMIDE: ESMS m/e: 247.1 (M+H)+; N-[4-(4-PIPERIDINYL)PHENYL]BUTANAMIDE: ESMS m/e: 247.2 (... The reactants are FC=1C2=C(SC1)CSC2 (3-fluoro-4,6 dihydrothieno[3,4-b]thiophene), C1=CC=C(C=C1)S(=O)(=O)N(F)S(=O)(=O)C2=CC=CC=C2 (N-fluorobenzenesulfonimide), C(CCC)[Li] (n-butyllithium). Run in O1CCCC1 (tetrahydrofuran), O=O (oxygen). The product is FC1=C(C2=C(S1)CSC2)F (2,3-difluoro-4,6-dihydrothieno[3,4-b]thiophene). RXN SMILES: [F:1][C:2]1[C:3]2[CH2:9][S:8][CH2:7][C:4]=2[S:5][CH:6]=1.C([Li])CCC.C1C=CC(S(N(S(C2C=CC=CC=2)(=O)=O)[F:25])(=O)=O)=CC=1>O1CCCC1.O=O>[F:25][C:6]1[S:5][C:4]2[CH2:7][S:8][CH2:9][C:3]=2[C:2]=1[F:1]. Reported procedure: In an alternate embodiment, a method is described of producing a monomer wherein the method begins by dissolving 3-fluoro-4,6 dihydrothieno[3,4-b]thiophene in tetrahydrofuran in a non-oxygen atmosphere to create a solution. An initiator of n-butyllithium is then added to the solution to produce an initiated solution. This is followed by adding N-fluorobenzenesulfonimide to the initiated solution to produce 2,3-difluoro-4,6-dihydrothieno[3,4-b]thiophene. 2,3-difluoro-4,6-dihydrothieno[3,4-b]thiop... Reactants: FC=1C=C(C=CC1O)C1(CCN(CC1)S(=O)(=O)C)O (4-(3-Fluoro-4-hydroxy-phenyl)-1-methanesulfonyl-piperidin-4-ol), O1CCOCC1 (1,4-dioxane), C([O-])([O-])=O.[Na+].[Na+] (sodium carbonate). Reagents/catalysts: C1(=CC=C(C=C1)S(=O)(=O)O)C (p-Toluenesulfonic acid). Reaction conditions: temperature 60 celsius. Product: FC1=C(C=CC(=C1)C=1CCN(CC1)S(=O)(=O)C)O (2-Fluoro-4-(1-methanesulfonyl-1,2,3,6-tetrahydro-pyridin-4-yl)-phenol). Yield: 104.8%. Reaction SMILES: [F:1][C:2]1[CH:3]=[C:4]([C:9]2(O)[CH2:14][CH2:13][N:12]([S:15]([CH3:18])(=[O:17])=[O:16])[CH2:11][CH2:10]2)[CH:5]=[CH:6][C:7]=1[OH:8].O1CCOCC1.C(=O)([O-])[O-].[Na+].[Na+]>C1(C)C=CC(S(O)(=O)=O)=CC=1>[F:1][C:2]1[CH:3]=[C:4]([C:9]2[CH2:14][CH2:13][N:12]([S:15]([CH3:18])(=[O:16])=[O:17])[CH2:11][CH:10]=2)[CH:5]=[CH:6][C:7]=1[OH:8] |f:2.3.4|. Procedure details: 4-(3-Fluoro-4-hydroxy-phenyl)-1-methanesulfonyl-piperidin-4-ol (726.00 mg, 2.51 mmol) is dissolved in 1,4-dioxane (10.36 g, 10.04 mL, 117.57 mmol). p-Toluenesulfonic acid (43.65 mg, 250.93 μmol) is added and the mixture is heated at 60° C. Solid sodium carbonate is added and the reaction is concentrated. The residue is partitioned between water and ethyl acetate, the pH adjusted to 7 with 1 M hydrogen chloride and extracted with ethyl acetate. The organic layer is washed with brine, dried over m... Reactants: ClC(Cl)Cl, O, O=[N+]([O-])O, [O-][n+]1cc(Nc2ccon2)cc2c1CCOC2. Product: O=[N+]([O-])c1c(Nc2ccon2)c[n+]([O-])c2c1COCC2. Reaction SMILES: [CH:19]([Cl:20])([Cl:21])[Cl:22].[OH2:18].[OH:23][N+:24]([O-:25])=[O:26].[o:1]1[n:2][c:3]([NH:6][c:7]2[cH:8][c:9]3[c:10]([n+:11]([O-:13])[cH:12]2)[CH2:14][CH2:15][O:16][CH2:17]3)[cH:4][cH:5]1>>[o:1]1[n:2][c:3]([NH:6][c:7]2[c:8]([N+:24](=[O:23])[O-:25])[c:9]3[c:10]([n+:11]([O-:13])[cH:12]2)[CH2:14][CH2:15][O:16][CH2:17]3)[cH:4][cH:5]1. Starting materials: CN1CCC(C(=O)N2CCC(c3ccc([N+](=O)[O-])cc3)CC2)CC1, COc1cc(N2CCCC(C(=O)N3CCN(C)CC3)C2)ccc1N. The product is CN1CCC(C(=O)N2CCC(c3ccc(N)cc3)CC2)CC1. RXN SMILES: [CH3:25][N:26]1[CH2:27][CH2:28][CH:29]([C:32](=[O:33])[N:34]2[CH2:35][CH2:36][CH:37]([c:40]3[cH:41][cH:42][c:43]([N+:46]([O-:47])=[O:48])[cH:44][cH:45]3)[CH2:38][CH2:39]2)[CH2:30][CH2:31]1.[NH2:1][c:2]1[cH:3][cH:4][c:5]([N:6]2[CH2:7][CH2:8][CH2:9][CH:10]([C:11]([N:12]3[CH2:13][CH2:14][N:15]([CH3:16])[CH2:17][CH2:18]3)=[O:19])[CH2:20]2)[cH:21][c:22]1[O:23][CH3:24]>>[CH3:25][N:26]1[CH2:27][CH2:28][CH:29]([C:32](=[O:33])[N:34]2[CH2:35][CH2:36][CH:37]([c:40]3[cH:41][cH:42][c:43]([NH2:46])[cH:44][cH:45]3)[CH2:38][CH2:39]2)[CH2:30][CH2:31]1. Reactants: [C-]#N, CC#N, CC(=O)N1CCN(c2ccc(Nc3ncc(F)c(N4CCNCC4)n3)cc2)CC1, [K+], O. RXN SMILES: [C-:30]#[N:31].[CH3:34][C:35]#[N:36].[F:1][c:2]1[c:3]([N:24]2[CH2:25][CH2:26][NH:27][CH2:28][CH2:29]2)[n:4][c:5]([NH:8][c:9]2[cH:10][cH:11][c:12]([N:15]3[CH2:16][CH2:17][N:18]([C:21]([CH3:22])=[O:23])[CH2:19][CH2:20]3)[cH:13][cH:14]2)[n:6][cH:7]1.[K+:32].[OH2:33]>>[F:1][c:2]1[c:3]([N:24]2[CH2:25][CH2:26][N:27]([C:30]([NH2:31])=[O:33])[CH2:28][CH2:29]2)[n:4][c:5]([NH:8][c:9]2[cH:10][cH:11][c:12]([N:15]3[CH2:16][CH2:17][N:18]([C:21]([CH3:22])=[O:23])[CH2:19][CH2:20]3)[cH:13][cH:14]2)[n:6][cH:7]1. The product is CC(=O)N1CCN(c2ccc(Nc3ncc(F)c(N4CCN(C(N)=O)CC4)n3)cc2)CC1. Starting materials: compound 35, C[C@]12CC[C@@H]3C=4C=CC(=CC4CC[C@H]3[C@@H]1CCC2=O)O (estrone), C1CC=COC1 (DHP). The product is O1C(CCCC1)OC1=CC=2CC[C@H]3[C@@H]4CCC([C@@]4(C)CC[C@@H]3C2C=C1)=O (3-Tetrahydropyranyloxyestra-1,3,5 (10)-trien-17-one), solid. Isolated yield 91.0%. Reaction SMILES: [CH3:1][C@@:2]12[C:18](=[O:19])[CH2:17][CH2:16][C@H:15]1[C@H:14]1[C@@H:5]([C:6]3[CH:7]=[CH:8][C:9]([OH:20])=[CH:10][C:11]=3[CH2:12][CH2:13]1)[CH2:4][CH2:3]2.[CH2:21]1[CH2:26][O:25][CH:24]=[CH:23][CH2:22]1>>[O:25]1[CH2:26][CH2:21][CH2:22][CH2:23][CH:24]1[O:20][C:9]1[CH:8]=[CH:7][C:6]2[C@@H:5]3[C@H:14]([C@H:15]4[C@@:2]([CH2:3][CH2:4]3)([CH3:1])[C:18](=[O:19])[CH2:17][CH2:16]4)[CH2:13][CH2:12][C:11]=2[CH:10]=1. Procedure details: The THP ether 60, which was prepared from estrone 1 (6.3 g, 23.3 mmol) and DHP (3.0 g, 33 mmol) using the same procedure as described for compound 35, was obtained as a white solid (7.5 g, 91%): 1H NMR (300 MHz, CDCl3) δ0.91 (s, 3, CH3), 2.89 (m, 2), 3.60 (m, 1), 3.92 (m, 1), 5.40 (m, 1), 6.81 (d, J=2.5 Hz, 1, ArH), 6.86 (dd, J=2.5, 8.5 Hz, 1, ArH), 7.20 (d, J=8.5 Hz, 1, ArH).